From a dataset of the Open Reaction Database (ORD), a public repository of structured organic reaction records. describe an organic reaction: reactants, conditions, products, and yield Reaction SMILES: [C:1](=[O:12])(OC(Cl)(Cl)Cl)OC(Cl)(Cl)Cl.Cl.Cl.[NH2:15][CH:16]1[CH2:21][CH2:20][N:19]([CH2:22][C:23]#[N:24])[CH2:18][CH2:17]1.[C@H:25]1([NH:34][C:35]2[CH:44]=[CH:43][C:42]3[C:37](=[CH:38][CH:39]=[C:40]([NH2:45])[CH:41]=3)[N:36]=2)[C:33]2[C:28](=[CH:29][CH:30]=[CH:31][CH:32]=2)[CH2:27][CH2:26]1>>[C:23]([CH2:22][N:19]1[CH2:20][CH2:21][CH:16]([NH:15][C:1]([NH:45][C:40]2[CH:41]=[C:42]3[C:37](=[CH:38][CH:39]=2)[N:36]=[C:35]([NH:34][C@H:25]2[C:33]4[C:28](=[CH:29][CH:30]=[CH:31][CH:32]=4)[CH2:27][CH2:26]2)[CH:44]=[CH:43]3)=[O:12])[CH2:17][CH2:18]1)#[N:24] |f:1.2.3|. Procedure details: The title compound was prepared in accordance with the general method 4 described in example 16 from bis(trichloromethyl) carbonate, (4-amino-piperidin-1-yl)-acetonitrile dihydrochlorid and (R)—N2-indan-1-yl-quinoline-2,6-diamine; MS: m/e=441.8 (M+H+). Starting materials: C(OC(Cl)(Cl)Cl)(OC(Cl)(Cl)Cl)=O (bis(trichloromethyl) carbonate), Cl.Cl.NC1CCN(CC1)CC#N ((4-amino-piperidin-1-yl)-acetonitrile dihydrochlorid), [C@H]1(CCC2=CC=CC=C12)NC1=NC2=CC=C(C=C2C=C1)N ((R)—N2-indan-1-yl-quinoline-2,6-diamine). Product: C(#N)CN1CCC(CC1)NC(=O)NC=1C=C2C=CC(=NC2=CC1)N[C@@H]1CCC2=CC=CC=C12 (1-(1-Cyanomethyl-piperidin-4-yl)-3-[2-((R)-indan-1-ylamino)-quinolin-6-yl]-urea). Starting materials: O=C([O-])O, CC#N, [K+], O=[N+]([O-])c1ccccc1S(=O)(=O)Cl, NC(CO)(c1cc(Br)ccc1F)C(F)F. The product is O=[N+]([O-])c1ccccc1S(=O)(=O)N1CC1(c1cc(Br)ccc1F)C(F)F. Reaction SMILES: [C:29](=[O:30])([O-:31])[OH:32].[CH3:34][C:35]#[N:36].[K+:33].[N+:16](=[O:17])([O-:18])[c:19]1[c:20]([S:25](=[O:26])(=[O:27])[Cl:28])[cH:21][cH:22][cH:23][cH:24]1.[NH2:1][C:2]([CH2:3][OH:4])([CH:5]([F:6])[F:7])[c:8]1[c:9]([F:15])[cH:10][cH:11][c:12]([Br:14])[cH:13]1>>[N:1]1([S:25]([c:20]2[c:19]([N+:16](=[O:17])[O-:18])[cH:24][cH:23][cH:22][cH:21]2)(=[O:26])=[O:27])[C:2]([CH:5]([F:6])[F:7])([c:8]2[c:9]([F:15])[cH:10][cH:11][c:12]([Br:14])[cH:13]2)[CH2:3]1.